From a dataset of the Open Reaction Database (ORD), a public repository of structured organic reaction records. describe an organic reaction: reactants, conditions, products, and yield Starting materials: NC1=C(C(=O)NC2=NC=C(C=C2)Cl)C=CC=C1O (2-Amino-N-(5-chloro-2-pyridyl)-3-hydroxybenzamide), ClN1C(CCC1=O)=O (N-chlorosuccinimide). Solvent: CN(C=O)C (N,N-dimethylformamide). Conditions: temperature 50 celsius, time 4 hour. The product is NC1=C(C(=O)NC2=NC=C(C=C2)Cl)C=C(C=C1O)Cl (2-amino-5-chloro-N-(5-chloro-2-pyridyl)-3-hydroxybenzamide). The yield is 22.2%. RXN SMILES: [NH2:1][C:2]1[C:17]([OH:18])=[CH:16][CH:15]=[CH:14][C:3]=1[C:4]([NH:6][C:7]1[CH:12]=[CH:11][C:10]([Cl:13])=[CH:9][N:8]=1)=[O:5].[Cl:19]N1C(=O)CCC1=O>CN(C)C=O>[NH2:1][C:2]1[C:17]([OH:18])=[CH:16][C:15]([Cl:19])=[CH:14][C:3]=1[C:4]([NH:6][C:7]1[CH:12]=[CH:11][C:10]([Cl:13])=[CH:9][N:8]=1)=[O:5]. Reported procedure: 2-Amino-N-(5-chloro-2-pyridyl)-3-hydroxybenzamide (3.06 g) and 1.80 g of N-chlorosuccinimide were dissolved in 60 ml of N,N-dimethylformamide, the solution was stirred at 50° C. for 8 hours and at room temperature for 4 hours and the insoluble matter was filtered off. The solvent was evaporated in vacuo, to the resulting residue was added a 1N aqueous solution of sodium hydroxide and the mixture was extracted with ethyl acetate. The organic layer was dried over anhydrous magnesium sulfate, the s... The reactants are C(C)(C)(C)O[C@H](C(=O)OCC)C1=C2N3CCC(OCCCCC=4C=C(C=CC4COCC4=NN2C(N=C1C)=C4)F)(CC3)C (ethyl (2S)-2-(tert-butoxy)-2-{16-fluoro-4,24-dimethyl-11,23-dioxa-1,5,7,8-tetraazapentacyclo[22.2.2.16,9.02,7.013,18]nonacosa-2,4,6(29),8,13(18),14,16-heptaen-3-yl}acetate), [OH-].[Na+] (NaOH). The solvent is CCO (EtOH). The product is C(C)(C)(C)O[C@H](C(=O)O)C1=C2N3CCC(OCCCCC=4C=C(C=CC4COCC4=NN2C(N=C1C)=C4)F)(CC3)C ((2S)-2-(tert-butoxy)-2-{16-fluoro-4,24-dimethyl-11,23-dioxa-1,5,7,8-tetraazapentacyclo[22.2.2.16,9.02,7.013,18]nonacosa-2,4,6(29),8,13(18),14,16-heptaen-3-yl}acetic acid). Isolated yield 74.5%. As a reaction SMILES: [C:1]([O:5][C@@H:6]([C:12]1[C:37]([CH3:38])=[N:36][C:35]2=[CH:39][C:32]3=[N:33][N:34]2[C:13]=1[N:14]1[CH2:42][CH2:41][C:17]([CH3:43])([O:18][CH2:19][CH2:20][CH2:21][CH2:22][C:23]2[CH:24]=[C:25]([F:40])[CH:26]=[CH:27][C:28]=2[CH2:29][O:30][CH2:31]3)[CH2:16][CH2:15]1)[C:7]([O:9]CC)=[O:8])([CH3:4])([CH3:3])[CH3:2].[OH-].[Na+]>CCO>[C:1]([O:5][C@@H:6]([C:12]1[C:37]([CH3:38])=[N:36][C:35]2=[CH:39][C:32]3=[N:33][N:34]2[C:13]=1[N:14]1[CH2:15][CH2:16][C:17]([CH3:43])([O:18][CH2:19][CH2:20][CH2:21][CH2:22][C:23]2[CH:24]=[C:25]([F:40])[CH:26]=[CH:27][C:28]=2[CH2:29][O:30][CH2:31]3)[CH2:41][CH2:42]1)[C:7]([OH:9])=[O:8])([CH3:4])([CH3:2])[CH3:3] |f:1.2|. Procedure: A mixture of ethyl (2S)-2-(tert-butoxy)-2-{16-fluoro-4,24-dimethyl-11,23-dioxa-1,5,7,8-tetraazapentacyclo[22.2.2.16,9.02,7.013,18]nonacosa-2,4,6(29),8,13(18),14,16-heptaen-3-yl}acetate (28 mg, 0.047 mmol) and NaOH (1.877 mg, 0.047 mmol) in EtOH (2 mL) was refluxed for 2 h. It was then cooler to rt and purified by preparative HPLC to obtain (2S)-2-(tert-butoxy)-2-{16-fluoro-4,24-dimethyl-11,23-dioxa-1,5,7,8-tetraazapentacyclo[22.2.2.16,9.02,7.013,18]nonacosa-2,4,6(29),8,13(18),14,16-heptaen-3-yl}... Reactants: CC(C)=O, COc1ccc(C2(C#Cc3ccncc3)CCC3(CC2)OCCO3)cc1OC1CCCC1, O, Cc1ccc(S(=O)(=O)[O-])cc1, c1cc[nH+]cc1. The product is COc1ccc(C2(C#Cc3ccncc3)CCC(=O)CC2)cc1OC1CCCC1. Reaction SMILES: [CH3:50][C:51](=[O:52])[CH3:53].[CH:1]1([O:6][c:7]2[cH:8][c:9]([C:15]3([C:25]#[C:26][c:27]4[cH:28][cH:29][n:30][cH:31][cH:32]4)[CH2:16][CH2:17][C:18]4([CH2:19][CH2:20]3)[O:21][CH2:24][CH2:23][O:22]4)[cH:10][cH:11][c:12]2[O:13][CH3:14])[CH2:2][CH2:3][CH2:4][CH2:5]1.[OH2:54].[c:33]1([CH3:34])[cH:35][cH:36][c:37]([S:38]([O-:39])(=[O:40])=[O:41])[cH:42][cH:43]1.[nH+:44]1[cH:45][cH:46][cH:47][cH:48][cH:49]1>>[CH:1]1([O:6][c:7]2[cH:8][c:9]([C:15]3([C:25]#[C:26][c:27]4[cH:28][cH:29][n:30][cH:31][cH:32]4)[CH2:16][CH2:17][C:18](=[O:21])[CH2:19][CH2:20]3)[cH:10][cH:11][c:12]2[O:13][CH3:14])[CH2:2][CH2:3][CH2:4][CH2:5]1. The reactants are CC(=O)OCCOc1ccc2oc3cc(-c4nnn[nH]4)ccc3c(=O)c2c1, Cl, [Na+], [OH-], O. The product is O=c1c2ccc(-c3nnn[nH]3)cc2oc2ccc(OCCO)cc12. Reaction SMILES: [C:1](=[O:2])([CH3:3])[O:4][CH2:5][CH2:6][O:7][c:8]1[cH:9][c:10]2[c:11](=[O:27])[c:12]3[cH:13][cH:14][c:15](-[c:22]4[n:23][n:24][n:25][nH:26]4)[cH:16][c:17]3[o:18][c:19]2[cH:20][cH:21]1.[ClH:30].[Na+:29].[OH-:28].[OH2:31]>>[OH:4][CH2:5][CH2:6][O:7][c:8]1[cH:9][c:10]2[c:11](=[O:27])[c:12]3[cH:13][cH:14][c:15](-[c:22]4[n:23][n:24][n:25][nH:26]4)[cH:16][c:17]3[o:18][c:19]2[cH:20][cH:21]1. The reactants are CCCCCCCCBr, CCO, [K+], [OH-], O, O=C(O)c1ccc2cc(O)ccc2c1. The product is CCCCCCCCOc1ccc2cc(C(=O)O)ccc2c1. As a reaction SMILES: [Br:15][CH2:16][CH2:17][CH2:18][CH2:19][CH2:20][CH2:21][CH2:22][CH3:23].[CH3:26][CH2:27][OH:28].[K+:25].[OH-:24].[OH2:29].[OH:1][c:2]1[cH:3][c:4]2[cH:5][cH:6][c:7]([C:12](=[O:13])[OH:14])[cH:8][c:9]2[cH:10][cH:11]1>>[O:1]([c:2]1[cH:3][c:4]2[cH:5][cH:6][c:7]([C:12](=[O:13])[OH:14])[cH:8][c:9]2[cH:10][cH:11]1)[CH2:16][CH2:17][CH2:18][CH2:19][CH2:20][CH2:21][CH2:22][CH3:23]. The reactants are C(CCC)OC(=O)C=1N=C(C2=CC=CC=C2C1O)C#N (1-cyano-4-hydroxy-isoquinoline-3-carboxylic acid butyl ester), N[C@@H](C)C(=O)O ((S)-alanine), solution, CO[Na] (MeONa), CO (methanol). Run at temperature 120 celsius, time 40 minute. Yields the product C(#N)C1=NC(=C(C2=CC=CC=C12)O)C(=O)N[C@H](C(=O)O)C (2-(S)-[(1-Cyano-4-hydroxy-isoquinoline-3-carbonyl)-amino]-propionic acid). The yield is 70.8%. RXN SMILES: C(O[C:6]([C:8]1[N:9]=[C:10]([C:19]#[N:20])[C:11]2[C:16]([C:17]=1[OH:18])=[CH:15][CH:14]=[CH:13][CH:12]=2)=[O:7])CCC.[NH2:21][C@H:22]([C:24]([OH:26])=[O:25])[CH3:23].CO[Na].CO>>[C:19]([C:10]1[C:11]2[C:16](=[CH:15][CH:14]=[CH:13][CH:12]=2)[C:17]([OH:18])=[C:8]([C:6]([NH:21][C@@H:22]([CH3:23])[C:24]([OH:26])=[O:25])=[O:7])[N:9]=1)#[N:20]. Procedure: A mixture of 1-cyano-4-hydroxy-isoquinoline-3-carboxylic acid butyl ester (135 mg, 0.5 mmol, see Example 1(a)), (S)-alanine (225 mg, 2.5 mmol) and a 0.5 N solution of MeONa in methanol (5 mL, 2.5 mmol) was heated in a microwave oven with stirring for 40 min at 120° C. before the mixture was concentrated in vacuo. To the residue was added water (10 mL) and the mixture was washed with diethyl ether (4×40 mL). The pH of the purified solution was adjusted to about 2 by the addition of aqueous 6 N HC... The reactants are [H-].[Na+] (sodium hydride), CNCCO (2-(Methylamino)ethanol), [H][H] (hydrogen), FC1=C(C#N)C=CC=C1 (2-fluorobenzonitrile). Run in C1CCOC1 (THF). Run at temperature 2 celsius, time 8 hour. The product is CNCCOC1=C(C#N)C=CC=C1 (2-[2-(methylamino)ethoxy]benzonitrile). As a reaction SMILES: [H-].[Na+].F[C:4]1[CH:11]=[CH:10][CH:9]=[CH:8][C:5]=1[C:6]#[N:7].[CH3:12][NH:13][CH2:14][CH2:15][OH:16].[H][H]>C1COCC1>[CH3:12][NH:13][CH2:14][CH2:15][O:16][C:4]1[CH:11]=[CH:10][CH:9]=[CH:8][C:5]=1[C:6]#[N:7] |f:0.1|. Procedure: To a stirred suspension of sodium hydride (60% w/w, 8.23 g, 205.7 mmol) in dry THF (350 mL) under an inert atmosphere was added 2-fluorobenzonitrile (20.34 g, 164.6 mmol) and the resulting mixture cooled to 2° C. (batch temperature). 2-(Methylamino)ethanol (16.04 mL, 197.5 mmol) was added at a rate commensurate with controlled hydrogen gas evolution. At the end of the addition, the mixture was allowed to warm to ambient temperature and held overnight. The reaction mixture was then concentrated i... Starting materials: C(C)(C)(C)OC(=O)N1CCC(CC1)=O (4-oxo-piperidine-1-carboxylic acid tert-butyl ester), C(C1=CC=CC=C1)N (benzylamine), [N+](=O)([O-])C(=CC1=CC=CC=C1)C ((2-nitro-propenyl)-benzene). Product: C(C1=CC=CC=C1)N1C(=C(C=2CNCCC21)C2=CC=CC=C2)C (1-Benzyl-2-methyl-3-phenyl-4,5,6,7-tetrahydro-1H-pyrrolo[3,2-c]pyridine). Reaction SMILES: C(OC([N:8]1[CH2:13][CH2:12][C:11](=O)[CH2:10][CH2:9]1)=O)(C)(C)C.[CH2:15]([NH2:22])[C:16]1[CH:21]=[CH:20][CH:19]=[CH:18][CH:17]=1.[N+]([C:26]([CH3:34])=[CH:27][C:28]1[CH:33]=[CH:32][CH:31]=[CH:30][CH:29]=1)([O-])=O>>[CH2:15]([N:22]1[C:11]2[CH2:10][CH2:9][NH:8][CH2:13][C:12]=2[C:27]([C:28]2[CH:33]=[CH:32][CH:31]=[CH:30][CH:29]=2)=[C:26]1[CH3:34])[C:16]1[CH:21]=[CH:20][CH:19]=[CH:18][CH:17]=1. Procedure details: The title compound (89.4 mg) was prepared from 0.51 g of 4-oxo-piperidine-1-carboxylic acid tert-butyl ester, 272 μL of benzylamine, and 0.41 g of (2-nitro-propenyl)-benzene. MS (ESI): exact mass calculated for C21H22N2, 302.18; found, m/z 303.2 [M+H]+. 1H NMR (400 MHz, CD3OD): 7.41-7.36 (m, 2H), 7.35-7.30 (m, 2H), 7.28-7.21 (m, 4H), 7.05-7.01 (m, 2H), 5.16 (s, 2H), 4.18 (s, 2H), 3.52 (t, J=6.3 Hz, 2H), 2.89 (t, J=6.3 Hz, 2H). Starting materials: ClC1=C(C=CC=C1N1CCCC1)C=1OC2=C(C(=CC(=C2C(C1)=O)OC)OC)[C@H]1[C@@H](N(CC1)C)CO ((+)-trans-(2-Chloro-3-pyrrolidin-1-yl-phenyl)-8-(2-hydroxymethyl-1-methyl-pyrrolidin-3-yl)-5,7-dimethoxy-chromen-4-one), Cl.N1=CC=CC=C1 (pyridine hydrochloride), C(=O)([O-])[O-].[Na+].[Na+] (Na2CO3). Run in CO (methanol). Conditions: temperature 180 celsius. Yields the product ClC1=C(C=CC=C1N1CCCC1)C=1OC2=C(C(=CC(=C2C(C1)=O)O)O)[C@H]1[C@@H](N(CC1)C)CO ((+)-trans-2-(2-Chloro-3-pyrrolidin-1-yl-phenyl)-5,7-dihydroxy-8-(2-hydroxymethyl-1-methyl-pyrrolidin-3-yl)-chromen-4-one). Reaction SMILES: [Cl:1][C:2]1[C:7]([N:8]2[CH2:12][CH2:11][CH2:10][CH2:9]2)=[CH:6][CH:5]=[CH:4][C:3]=1[C:13]1[O:14][C:15]2[C:20]([C:21](=[O:23])[CH:22]=1)=[C:19]([O:24]C)[CH:18]=[C:17]([O:26]C)[C:16]=2[C@@H:28]1[CH2:32][CH2:31][N:30]([CH3:33])[C@H:29]1[CH2:34][OH:35].Cl.N1C=CC=CC=1.C([O-])([O-])=O.[Na+].[Na+]>CO>[Cl:1][C:2]1[C:7]([N:8]2[CH2:9][CH2:10][CH2:11][CH2:12]2)=[CH:6][CH:5]=[CH:4][C:3]=1[C:13]1[O:14][C:15]2[C:20]([C:21](=[O:23])[CH:22]=1)=[C:19]([OH:24])[CH:18]=[C:17]([OH:26])[C:16]=2[C@@H:28]1[CH2:32][CH2:31][N:30]([CH3:33])[C@H:29]1[CH2:34][OH:35] |f:1.2,3.4.5|. Procedure details: A mixture of compound of example 48 (0.650 g, 1.30 mmol) and pyridine hydrochloride (1.5 g, 12.90 mmol) was heated at 180° C. for a period of 2.5 hours. The reaction mixture was diluted with methanol (60 mL) and basified with solid Na2CO3 to pH 10. The reaction mixture was filtered, and washed with methanol. The organic layer was concentrated and the residue purified by column chromatography using 0.01% ammonia and 4.5% methanol in chloroform as eluent to yield the title compound as a yellow sol...